From a dataset of the Open Reaction Database (ORD), a public repository of structured organic reaction records. describe an organic reaction: reactants, conditions, products, and yield The reactants are C(C1=CC=CC=C1)OC=1C(=[N+](C(=CC1)C(CN(C(C)=O)C(C)(C)C)OC(C)=O)[O-])C (3-Benzyloxy-2-methyl-6-[1-acetoxy-2-(N-tert-butylacetamido)ethyl]pyridine N-oxide). Run in C(C)(=O)OC(C)=O (acetic anhydride). Yields the product C(C)(=O)OCC1=NC(=CC=C1OCC1=CC=CC=C1)C(CN(C(C)=O)C(C)(C)C)OC(C)=O (2-acetoxymethyl-3-benzyloxy-6-[1-acetoxy-2-(N-tert-butylacetamido)ethyl]pyridine). RXN SMILES: [CH2:1]([O:8][C:9]1[C:10]([CH3:30])=[N+:11]([O-])[C:12]([CH:15]([O:25][C:26](=[O:28])[CH3:27])[CH2:16][N:17]([C:21]([CH3:24])([CH3:23])[CH3:22])[C:18](=[O:20])[CH3:19])=[CH:13][CH:14]=1)[C:2]1[CH:7]=[CH:6][CH:5]=[CH:4][CH:3]=1>C(OC(=O)C)(=O)C>[C:26]([O:28][CH2:30][C:10]1[C:9]([O:8][CH2:1][C:2]2[CH:7]=[CH:6][CH:5]=[CH:4][CH:3]=2)=[CH:14][CH:13]=[C:12]([CH:15]([O:25][C:26](=[O:28])[CH3:27])[CH2:16][N:17]([C:21]([CH3:24])([CH3:23])[CH3:22])[C:18](=[O:20])[CH3:19])[N:11]=1)(=[O:25])[CH3:27]. Procedure details: 3-Benzyloxy-2-methyl-6-[1-acetoxy-2-(N-tert-butylacetamido)ethyl]pyridine N-oxide is heated in acetic anhydride according to the method of Example 21 to produce 2-acetoxymethyl-3-benzyloxy-6-[1-acetoxy-2-(N-tert-butylacetamido)ethyl]pyridine. The reactants are BrC1=C(C=CC=C1)CC(=O)O (2-bromophenylacetic acid), solution, B.C1CCOC1 (BH3/THF), B.C1CCOC1 (BH3/THF), C([O-])([O-])=O.[K+].[K+] (Potassium carbonate), O (water). Solvent: C1CCOC1 (THF), CCOCC (ether), C1CCOC1 (THF). Conditions: time 1 hour. Product: BrC1=C(CCO)C=CC=C1 (2-Bromophenethyl Alcohol). As a reaction SMILES: [Br:1][C:2]1[CH:7]=[CH:6][CH:5]=[CH:4][C:3]=1[CH2:8][C:9](O)=[O:10].B.C1COCC1.O.C(=O)([O-])[O-].[K+].[K+]>C1COCC1.CCOCC>[Br:1][C:2]1[CH:7]=[CH:6][CH:5]=[CH:4][C:3]=1[CH2:8][CH2:9][OH:10] |f:1.2,4.5.6|. Reported procedure: To a solution of 2-bromophenylacetic acid (3.96 g, 18.42 mmol) in 60 mL of anhydrous THF was added slowly at room temperature 24.0 mL (23.95 mmol) of a 1 M solution BH3/THF. After finishing the addition of BH3/THF, the solution was stirred at room temperature for 1 h and then heated at 100° C. for 2 h. After this time, the solution was cooled to room temperature, and a mixture of THF and water (20 mL) was added. Potassium carbonate was then added, along with 60 mL of ether. The organic layer was... Starting materials: N(=[N+]=[N-])CC(C(C)(C)C1=CC(=C(C=C1)S(=O)(=O)N)Cl)=O (4-(4-azido-2-methyl-3-oxobutan-2-yl)-2-chlorobenzenesulfonamide). Reagents/catalysts: O=[Pt]=O (PtO2). The solvent is CCO (EtOH), Cl (HCl). Run at time 2 hour. Product: Cl.NCC(C(C)(C)C1=CC(=C(C=C1)S(=O)(=O)N)Cl)=O (4-(4-amino-2-methyl-3-oxobutan-2-yl)-2-chlorobenzenesulfonamide hydrochloride). Yield: 189.2%. As a reaction SMILES: [N:1]([CH2:4][C:5](=[O:20])[C:6]([C:9]1[CH:14]=[CH:13][C:12]([S:15]([NH2:18])(=[O:17])=[O:16])=[C:11]([Cl:19])[CH:10]=1)([CH3:8])[CH3:7])=[N+]=[N-]>CCO.Cl.O=[Pt]=O>[ClH:19].[NH2:1][CH2:4][C:5](=[O:20])[C:6]([C:9]1[CH:14]=[CH:13][C:12]([S:15]([NH2:18])(=[O:17])=[O:16])=[C:11]([Cl:19])[CH:10]=1)([CH3:8])[CH3:7] |f:4.5|. Reported procedure: A pressure bottle was charged with a solution of 4-(4-azido-2-methyl-3-oxobutan-2-yl)-2-chlorobenzenesulfonamide (8 g, 25.2 mmol) in EtOH (100 mL), conc HCl (20 mL) and PtO2 (114 mg, 0.5 mmol, 0.02 eq) and then was purged with hydrogen (2×45 psi). The bottle was pressurized with hydrogen (45 psi) and agitated 2 h. The reaction mixture was filtered through Celite™ and the filtrate was evaporated. The residue was triturated with Et2O, filtered and dried to afford 4-(4-amino-2-methyl-3-oxobutan-2-y... Starting materials: CS(=O)(=O)C1=NC(=CC(=N1)C1=CC=C(C=C1)S(=O)(=O)C)C(F)(F)F (2-(methylsulfonyl)-4-[4-(methylsulfonyl)phenyl]-6-(trifluoromethyl)pyrimidine), C(C(C)C)N (isobutylamine), O (Water). Run in CN1CCCC1=O (NMP). Reaction conditions: time 18 hour. Yields the product C(C(C)C)NC1=NC(=CC(=N1)C1=CC=C(C=C1)S(=O)(=O)C)C(F)(F)F (N-isobutyl-4-[4-(methylsulfonyl)phenyl]-6-(trifluoromethyl)pyrimidin-2-amine). As a reaction SMILES: CS([C:5]1[N:10]=[C:9]([C:11]2[CH:16]=[CH:15][C:14]([S:17]([CH3:20])(=[O:19])=[O:18])=[CH:13][CH:12]=2)[CH:8]=[C:7]([C:21]([F:24])([F:23])[F:22])[N:6]=1)(=O)=O.[CH2:25]([NH2:29])[CH:26]([CH3:28])[CH3:27].O>CN1C(=O)CCC1>[CH2:25]([NH:29][C:5]1[N:10]=[C:9]([C:11]2[CH:16]=[CH:15][C:14]([S:17]([CH3:20])(=[O:19])=[O:18])=[CH:13][CH:12]=2)[CH:8]=[C:7]([C:21]([F:24])([F:23])[F:22])[N:6]=1)[CH:26]([CH3:28])[CH3:27]. Procedure: A mixture of 2-(methylsulfonyl)-4-[4-(methylsulfonyl)phenyl]-6-(trifluoromethyl)pyrimidine (1 g, 2.629 mmol) and isobutylamine(0.52 ml) in NMP (10 ml) was stirred at ambient temperature for 18 h. Water (100 ml) was then added and the resulting precipitate was collected by filtration and dried (0.85 g). Trituration of this material with ether/cyclohexane gave the title compound as a colourless solid (0.62 g). Reactants: [Si](C1=CC=CC=C1)(C1=CC=CC=C1)(C(C)(C)C)OC[C@H]1CS[C@@H](O1)P(=O)(OCC)OCC (TRANS 5-(t-BUTYLDIPHENYLSILYLOXYMETHYL)-2-(DIETHYLOXYPHOSPHINOYL)-1,3-OXATHIOLANE). Reagents/catalysts: C(C)(=O)Cl (acetyl chloride), [Cl-].[NH4+] (ammonium chloride). Solvent: CO (MeOH). Run at temperature 0 celsius, time 1 hour. Product: C(C)OP(=O)([C@@H]1O[C@H](CS1)CO)OCC.C(C)OP(=O)([C@@H]1O[C@@H](CS1)CO)OCC (CIS-2-(DIETHYLOXYPHOSPHINOYL)-5-HYDROXYMETHYL-1,3-OXATHIOLANE TRANS-2-(DIETHYLOXYPHOSPHINOYL)-5-HYDROXYMETHYL-1,3-OXATHIOLANE). Isolated yield 12.0%. RXN SMILES: [Si]([O:18][CH2:19][C@@H:20]1[O:24][C@@H:23]([P:25]([O:30][CH2:31][CH3:32])([O:27][CH2:28][CH3:29])=[O:26])[S:22][CH2:21]1)(C(C)(C)C)(C1C=CC=CC=1)C1C=CC=CC=1>CO.C(Cl)(=O)C.[Cl-].[NH4+]>[CH2:28]([O:27][P:25]([O:30][CH2:31][CH3:32])([C@H:23]1[S:22][CH2:21][C@H:20]([CH2:19][OH:18])[O:24]1)=[O:26])[CH3:29].[CH2:28]([O:27][P:25]([O:30][CH2:31][CH3:32])([C@H:23]1[S:22][CH2:21][C@@H:20]([CH2:19][OH:18])[O:24]1)=[O:26])[CH3:29] |f:3.4,5.6|. Procedure: To a solution of cis and trans-5-t-butyldimethylsilyloxymethyl-2-(diethyloxyphosphinoyl)-1,3-oxathiolane (example 25) (4.00 g, 10.8 mmol) in MeOH (30 mL) was added a few drops of acetyl chloride (200 μL) at 0° C. The mixture was stirred at 0° C. for 1 hr. and at room temperature for 18 hr. A few drops of ammonium chloride was added and the solvent was evaporated under reduced pressure. The crude material was purified by several flash chromatography with a mixture of dichloromethane and methanol ... The reactants are C(C(=C)C)(=O)OC (Methyl methacrylate), C(C1=CC=CC=C1)(=O)OOC(C1=CC=CC=C1)=O (benzoyl peroxide), C(C(=C)C)(=O)[O-].C(CCC)[Sn+](CCCC)CCCC (Tri-n-butyltin methacrylate), C(C(=C)C)(=O)[O-].C(CC)[Sn+](CCC)CCC (tri-n-propyltin methacrylate), C(C(=C)C)(=O)OC (methyl methacrylate), Sn, resultant polymer. Run in C1=CC=CC=C1 (benzene), C1=CC=CC=C1 (benzene). Yields the product C(C(=C)C)(=O)[O-].C(CCC)[Sn+](CCCC)CCCC.CCC[Sn](CCC)(CCC)OC(=O)C(=C)C.C(C(=C)C)(=O)OC (TRI-n-BUTYLTIN METHACRYLATE TRI-N-PROPYLTIN METHACRYLATE METHYL METHACRYLATE). Reaction SMILES: [C:1]([O:6][CH3:7])(=[O:5])[C:2]([CH3:4])=[CH2:3].[C:8]([O-:13])(=[O:12])[C:9]([CH3:11])=[CH2:10].[CH2:14]([Sn+:18]([CH2:23][CH2:24][CH2:25][CH3:26])[CH2:19][CH2:20][CH2:21][CH3:22])[CH2:15][CH2:16][CH3:17].C([O-])(=O)C(C)=C.[CH2:33]([Sn+:36]([CH2:40][CH2:41][CH3:42])[CH2:37][CH2:38][CH3:39])[CH2:34][CH3:35].C(OOC(=O)C1C=CC=CC=1)(=O)C1C=CC=CC=1>C1C=CC=CC=1>[C:1]([O-:6])(=[O:5])[C:2]([CH3:4])=[CH2:3].[CH2:23]([Sn+:18]([CH2:14][CH2:15][CH2:16][CH3:17])[CH2:19][CH2:20][CH2:21][CH3:22])[CH2:24][CH2:25][CH3:26].[CH3:35][CH2:34][CH2:33][Sn:36]([O:12][C:8]([C:9]([CH3:11])=[CH2:10])=[O:13])([CH2:40][CH2:41][CH3:42])[CH2:37][CH2:38][CH3:39].[C:1]([O:6][CH3:7])(=[O:5])[C:2]([CH3:4])=[CH2:3] |f:1.2,3.4,7.8.9.10|. Procedure: The monomers of P51 were first synthesized. Tri-n-butyltin methacrylate was prepared as was tripropyltin methacrylate. These esters were isolated as crystals from petroleum ether. Methyl methacrylate was uninhibited. All uninhibited monomers were refrigerated below 40° F when stored for short periods of time. Tri-n-butyltin methacrylate (0.4 mole), tri-n-propyltin methacrylate (0.4 mole) and methyl methacrylate (0.4 mole) were reacted in 300 ml of benzene using benzoyl peroxide (0.5% by weight) ... The product is OC(C[C@@]1(CCN(C(O1)=O)[C@@H](C)C1=CC=C(C=C1)C#CC1=CC(NC=C1)=O)C1=CC=CC=C1)(C)C ((S)-6-(2-hydroxy-2-methylpropyl)-3-((S)-1-(4-((2-oxo-1,2-dihydropyridin-4-yl)ethynyl)phenyl)ethyl)-6-phenyl-1,3-oxazinan-2-one). Procedure details: The title compound was prepared from (S)-3-((S)-1-(4-ethynylphenyl)ethyl)-6-(2-hydroxy-2-methylpropyl)-6-phenyl-1,3-oxazinan-2-one and 4-iodopyridin-2(1H)-one following a procedure analogous to that described in Example 28 Step 3. LC-MS Method 1 tR=1.3 min, m/z=471 (M+1). 1H NMR (CD3OD) 7.44-7.28 (m, 8H), 6.97 (d, 2H), 6.64 (s, 1H), 6.44 (dd, 1H), 5.54 (q, 1H), 3.02 (dt, 1H), 2.49 (m, 2H), 2.21 (m, 1H), 2.15 (s, 2H), 1.53 (d, 3H), 1.26 (s, 3H), 0.96 (s, 3H). Reaction SMILES: [C:1]([C:3]1[CH:8]=[CH:7][C:6]([C@@H:9]([N:11]2[CH2:16][CH2:15][C@:14]([CH2:23][C:24]([OH:27])([CH3:26])[CH3:25])([C:17]3[CH:22]=[CH:21][CH:20]=[CH:19][CH:18]=3)[O:13][C:12]2=[O:28])[CH3:10])=[CH:5][CH:4]=1)#[CH:2].I[C:30]1[CH:35]=[CH:34][NH:33][C:32](=[O:36])[CH:31]=1>>[OH:27][C:24]([CH3:25])([CH3:26])[CH2:23][C@@:14]1([C:17]2[CH:18]=[CH:19][CH:20]=[CH:21][CH:22]=2)[O:13][C:12](=[O:28])[N:11]([C@H:9]([C:6]2[CH:5]=[CH:4][C:3]([C:1]#[C:2][C:30]3[CH:35]=[CH:34][NH:33][C:32](=[O:36])[CH:31]=3)=[CH:8][CH:7]=2)[CH3:10])[CH2:16][CH2:15]1. Reactants: C(#C)C1=CC=C(C=C1)[C@H](C)N1C(O[C@](CC1)(C1=CC=CC=C1)CC(C)(C)O)=O ((S)-3-((S)-1-(4-ethynylphenyl)ethyl)-6-(2-hydroxy-2-methylpropyl)-6-phenyl-1,3-oxazinan-2-one), IC1=CC(NC=C1)=O (4-iodopyridin-2(1H)-one).